From a dataset of the Open Reaction Database (ORD), a public repository of structured organic reaction records. describe an organic reaction: reactants, conditions, products, and yield Starting materials: II (I2), BrC1=CC=C(C=C1)C1=CC=C(C=C1)CCCCC (4-Bromo-4′-pentylbiphenyl), Mg, B(OC)(OC)OC (trimethyl borate), Cl (HCl). Run in C1CCOC1 (THF). Run at temperature -78 celsius. Product: C(CCCC)C1=CC=C(C=C1)C1=CC=C(C=C1)B(O)O (4′-Pentyl-4-biphenylboronic acid). Isolated yield 78.0%. RXN SMILES: Br[C:2]1[CH:7]=[CH:6][C:5]([C:8]2[CH:13]=[CH:12][C:11]([CH2:14][CH2:15][CH2:16][CH2:17][CH3:18])=[CH:10][CH:9]=2)=[CH:4][CH:3]=1.II.[B:21](OC)([O:24]C)[O:22]C.Cl>C1COCC1>[CH2:14]([C:11]1[CH:12]=[CH:13][C:8]([C:5]2[CH:6]=[CH:7][C:2]([B:21]([OH:24])[OH:22])=[CH:3][CH:4]=2)=[CH:9][CH:10]=1)[CH2:15][CH2:16][CH2:17][CH3:18]. Procedure: 4-Bromo-4′-pentylbiphenyl (3 g, 9.9 mmol) was added in one portion to Mg (0.27 g, 11.1 mmol), treated with I2, in THF (40 mL). The mixture was heated at reflux for 3 h, cooled to −78° C. and trimethyl borate (2.06 g, 19.8 mmol) was added dropwise. The mixture was warmed to room temperature over 1 h, acidified with HCl (2 M, 50 mL), extracted with Et2O (3×50 mL). The combined ethereal washes were extracted with NaOH (100 mL, 1 M). The aqueous phase was acidified with concentrated HCl, extracted w... Starting materials: Cl (hydrochloric acid), COC=1C=C(C(=O)OC)C=CC1CC1=CNC2=CC=C(C=C12)[N+](=O)[O-] (methyl 3-methoxy-4-(5-nitroindol-3-ylmethyl)benzoate), [H-].[Na+] (sodium hydride), ICC (iodoethane). Run in CN(C=O)C (N,N-dimethylformamide). Reaction conditions: time 15 minute. Yields the product COC=1C=C(C(=O)OC)C=CC1CC1=CN(C2=CC=C(C=C12)[N+](=O)[O-])CC (methyl 3-methoxy-4-(1-ethyl-5-nitroindol-3-ylmethyl)benzoate). RXN SMILES: [CH3:1][O:2][C:3]1[CH:4]=[C:5]([CH:10]=[CH:11][C:12]=1[CH2:13][C:14]1[C:22]2[C:17](=[CH:18][CH:19]=[C:20]([N+:23]([O-:25])=[O:24])[CH:21]=2)[NH:16][CH:15]=1)[C:6]([O:8][CH3:9])=[O:7].[H-].[Na+].I[CH2:29][CH3:30].Cl>CN(C)C=O>[CH3:1][O:2][C:3]1[CH:4]=[C:5]([CH:10]=[CH:11][C:12]=1[CH2:13][C:14]1[C:22]2[C:17](=[CH:18][CH:19]=[C:20]([N+:23]([O-:25])=[O:24])[CH:21]=2)[N:16]([CH2:29][CH3:30])[CH:15]=1)[C:6]([O:8][CH3:9])=[O:7] |f:1.2|. Reported procedure: Methyl 3-methoxy-4-(5-nitroindol-3-ylmethyl)benzoate (F) (5.30 g) was added to a stirred suspension of oil-free sodium hydride (0.424 g) in dry N,N-dimethylformamide (25 ml), under an atmosphere of nitrogen. The dark-red solution was stirred for 15 minutes, and iodoethane (3.04 g) was added. The mixture was stirred for 30 minutes, and was poured into 1M hydrochloric acid (75 ml). The mixture obtained was extracted wih ethyl acetate (2×50 ml). The combined extracts were washed with brine (25 ml),... Reactants: O=C1CC(N2N1CCCC2C(=O)OC(C)(C)C)=O (tert.butyl hexahydro-1,3-dioxo-1H-pyrazolo[1,2-a]pyridazine-5-carboxylate), [Na] (sodium), BrCCC(=O)OCC (ethyl 3-bromopropionate). Run in C(C)O (ethanol), C(C)O (ethanol). The product is C(C)OC(=O)CCC1(C(N2N(CCCC2C(=O)OC(C)(C)C)C1=O)=O)CCC(=O)OCC (tert.butyl 2,2-bis(2-ethoxycarbonylethyl)-hexahydro-1,3-dioxo-1H-pyrazolo[1,2-a]pyridazine-5-carboxylate). Yield: 18.2%. RXN SMILES: [Na].[O:2]=[C:3]1[N:7]2[CH2:8][CH2:9][CH2:10][CH:11]([C:12]([O:14][C:15]([CH3:18])([CH3:17])[CH3:16])=[O:13])[N:6]2[C:5](=[O:19])[CH2:4]1.Br[CH2:21][CH2:22][C:23]([O:25][CH2:26][CH3:27])=[O:24]>C(O)C>[CH2:26]([O:25][C:23]([CH2:22][CH2:21][C:4]1([CH2:10][CH2:11][C:12]([O:14][CH2:15][CH3:16])=[O:13])[C:3](=[O:2])[N:7]2[CH2:8][CH2:9][CH2:10][CH:11]([C:12]([O:14][C:15]([CH3:16])([CH3:18])[CH3:17])=[O:13])[N:6]2[C:5]1=[O:19])=[O:24])[CH3:27] |^1:0|. Reported procedure: (b) 0.43 g of sodium was dissolved in 20 ml of ethanol. A solution of 2.27 g of tert.butyl hexahydro-1,3-dioxo-1H-pyrazolo[1,2-a]pyridazine-5-carboxylate in 20 ml of ethanol was added and the mixture was heated under reflux for 2 hours. 5 g of ethyl 3-bromopropionate were added and the mixture was heated under reflux for an additional 2 hours. The solvent was removed and the residue was partitioned between dichloromethane and 2N hydrochloric acid. The organic layer was separated and evaporated. ... Reactants: C1(=CC=C(C=C1)S(=O)(=O)OC)C (methyl p-toluenesulfonate), CSCCOC1=CC=C(C=C1)OCC(COC)O (2-{4-(2-hydroxy-3-methoxypropoxy)phenoxy}ethyl methyl sulfide). Run in CCOCC (Ether). Run at time 12 hour. Product: C1(=CC=C(C=C1)S(=O)(=O)[O-])C.OC(COC1=CC=C(OCC[S+](C)C)C=C1)COC (2-{4-(2-hydroxy-3-methoxypropoxy)phenoxy}ethyldimethylsulfonium p-toluenesulfonate). The yield is 90.4%. As a reaction SMILES: [C:1]1([CH3:12])[CH:6]=[CH:5][C:4]([S:7]([O:10]C)(=[O:9])=[O:8])=[CH:3][CH:2]=1.[CH3:13][S:14][CH2:15][CH2:16][O:17][C:18]1[CH:23]=[CH:22][C:21]([O:24][CH2:25][CH:26]([OH:30])[CH2:27][O:28][CH3:29])=[CH:20][CH:19]=1>CCOCC>[C:1]1([CH3:12])[CH:2]=[CH:3][C:4]([S:7]([O-:10])(=[O:8])=[O:9])=[CH:5][CH:6]=1.[OH:30][CH:26]([CH2:27][O:28][CH3:29])[CH2:25][O:24][C:21]1[CH:22]=[CH:23][C:18]([O:17][CH2:16][CH2:15][S+:14]([CH3:1])[CH3:13])=[CH:19][CH:20]=1 |f:3.4|. Procedure details: A 6 g quantity of methyl p-toluenesulfonate was added to 2.72 g of 2-{4-(2-hydroxy-3-methoxypropoxy)phenoxy}ethyl methyl sulfide. The mixture was stirred at room temperature for 12 hours. Ether was added to the reaction mixture and the insoluble solid was separated and recrystallized from ethanol-ether, giving 4.15 g of 2-{4-(2-hydroxy-3-methoxypropoxy)phenoxy}ethyldimethylsulfonium p-toluenesulfonate in 90.4% yield, M.P. 88° to 91° C. The reactants are CCCCO, Clc1nccc(-c2cccnc2)n1, Cl, Cc1ccc([N+](=O)[O-])cc1N, [Na+], [OH-]. Product: Cc1ccc([N+](=O)[O-])cc1Nc1nccc(-c2cccnc2)n1. RXN SMILES: [CH2:28]([OH:29])[CH2:30][CH2:31][CH3:32].[Cl:1][c:2]1[n:3][cH:4][cH:5][c:6](-[c:8]2[cH:9][n:10][cH:11][cH:12][cH:13]2)[n:7]1.[ClH:25].[NH2:14][c:15]1[c:16]([CH3:24])[cH:17][cH:18][c:19]([N+:21](=[O:22])[O-:23])[cH:20]1.[Na+:27].[OH-:26]>>[c:2]1([NH:14][c:15]2[c:16]([CH3:24])[cH:17][cH:18][c:19]([N+:21](=[O:22])[O-:23])[cH:20]2)[n:3][cH:4][cH:5][c:6](-[c:8]2[cH:9][n:10][cH:11][cH:12][cH:13]2)[n:7]1. The reactants are CCOC(=O)N1c2c(cc(C)nc2C)C(=NO)CC1CC, CC(=O)O. Yields the product CCOC(=O)N1c2c(cc(C)nc2C)C(N)CC1CC. Reaction SMILES: [CH2:1]([CH3:2])[O:3][C:4](=[O:5])[N:6]1[CH:7]([CH2:20][CH3:21])[CH2:8][C:9](=[N:18][OH:19])[c:10]2[cH:11][c:12]([CH3:17])[n:13][c:14]([CH3:16])[c:15]21.[CH3:22][C:23](=[O:24])[OH:25]>>[CH2:1]([CH3:2])[O:3][C:4](=[O:5])[N:6]1[CH:7]([CH2:20][CH3:21])[CH2:8][CH:9]([NH2:18])[c:10]2[cH:11][c:12]([CH3:17])[n:13][c:14]([CH3:16])[c:15]21. The reactants are N1=CC(=CC=C1)N=C=O (3-pyridylisocyanate), ClC1=CC=C2CCNC2=C1Cl (6,7-dichloroindoline). Product: ClC1=CC=C2CCN(C2=C1Cl)C(NC=1C=NC=CC1)=O (6,7-Dichloro-1-(3-pyridylcarbamoyl)indoline). Reaction SMILES: [N:1]1[CH:6]=[CH:5][CH:4]=[C:3]([N:7]=[C:8]=[O:9])[CH:2]=1.[Cl:10][C:11]1[C:19]([Cl:20])=[C:18]2[C:14]([CH2:15][CH2:16][NH:17]2)=[CH:13][CH:12]=1>>[Cl:10][C:11]1[C:19]([Cl:20])=[C:18]2[C:14]([CH2:15][CH2:16][N:17]2[C:8](=[O:9])[NH:7][C:3]2[CH:2]=[N:1][CH:6]=[CH:5][CH:4]=2)=[CH:13][CH:12]=1. Procedure: The title compound was prepared as in the method of (Example 2) from 3-pyridylisocyanate and 6,7-dichloroindoline (D34) to give (E17) (0.84 g, 46%) m.p. 178°-180° C. The reactants are CC(C)([O-])C.[K+] (potassium t-butoxide), O (water), COC(C(=O)OC)C (methyl 2-methoxypropionate), CC(CC)=O (2-butanone). Solvent: C(C)(=O)O (acetic acid). Conditions: temperature 10 celsius, time 30 minute. Yields the product COC(C)C(CC(CC)=O)=O (2-methoxy-3,5-heptanedione). The yield is 62.0%. RXN SMILES: [CH3:1]C(C)([O-])C.[K+].C[O:8][CH:9]([CH3:14])[C:10]([O:12][CH3:13])=O.C[C:16](=[O:19])[CH2:17][CH3:18].O>C(O)(=O)C>[CH3:13][O:12][CH:10]([C:9](=[O:8])[CH2:14][C:16](=[O:19])[CH2:17][CH3:18])[CH3:1] |f:0.1|. Procedure: In a 200 mL-volume flask equipped with a stirrer, a thermometer and a dropping funnel was placed 25.0 g (223 mmol) of potassium t-butoxide, and the flask was purged with argon. Then, 100 mL of methylcyclohexanone was placed in the flask. Subsequently, 12.5 g (106 mmol) of methyl 2-methoxypropionate (prepared by the method of Reference Example 1) was dropped under cooling with ice, and further 7.70 g (107 mmol) of 2-butanone was slowly dropped. The mixture was cooled to 10° C. and stirred for 30 ... RXN SMILES: CN([CH:4]=[C:5]1[C:11](=O)[C:10]2[CH:13]=[C:14]([CH3:18])[C:15]([CH3:17])=[CH:16][C:9]=2[NH:8][C:7](=[O:19])[CH2:6]1)C.Cl.[C:21]([NH2:26])(=[NH:25])[CH2:22][CH2:23][CH3:24]>>[CH3:17][C:15]1[C:14]([CH3:18])=[CH:13][C:10]2[C:11]3[N:26]=[C:21]([CH2:22][CH2:23][CH3:24])[N:25]=[CH:4][C:5]=3[CH2:6][C:7](=[O:19])[NH:8][C:9]=2[CH:16]=1 |f:1.2|. The product is CC1=CC2=C(C3=C(CC(N2)=O)C=NC(=N3)CCC)C=C1C (5,7-Dihydro-9,10-dimethyl-2-propyl-6H-pyrimido[5,4-d]benzazepine-6-one). Procedure details: Analogous to Scheme 1, from 4-[(dimethylamino)methylene]-3,4-dihydro-7,8-dimethyl-1H-benzazepine-2,5-dione and butyramidine hydrochloride. Yield: 67%. The yield is 67.0%. Reactants: CN(C)C=C1CC(NC2=C(C1=O)C=C(C(=C2)C)C)=O (4-[(dimethylamino)methylene]-3,4-dihydro-7,8-dimethyl-1H-benzazepine-2,5-dione), Cl.C(CCC)(=N)N (butyramidine hydrochloride).